This data is from the Open Reaction Database (ORD), a public repository of structured organic reaction records. The task is: describe an organic reaction: reactants, conditions, products, and yield The reactants are O (water), C(C)(=O)O (acetic acid), O1CCCC1 (tetrahydrofuran), [Si](C)(C)(C(C)(C)C)OC(/C=C/C1C2CC(C(C2CC1)=O)=C1CCC(CC1)C(=O)OCC)C1CCCCC1 ((E)-6-(3-tert-Butyldimethylsilyloxy-3-cyclohexylprop-1-enyl)-3-(4-ethoxycarbonylcyclohexylidene)bicyclo[3,3,0]octan-2-one), (±)-(E)-6β-(3α-tert-butyldimethylsilyloxy-3-cyclohexylprop-1-enyl)-3-(4-ethoxycarbonylcyclohexylidene)bicyclo[3,3,0]-octan-2-one, (±)-ethyl(13E)-(9S,15S)-6a-oxo-2,5-ethano-6,9-methano-15-tert-butyldimethylsilyloxy-15-cyclohexyl-16,17,18,19,20-pentanorprosta-5,13-dienoate. Run in [Cl-].[Na+] (sodium chloride). Yields the product C1(CCCCC1)C(/C=C/C1C2CC(C(C2CC1)=O)=C1CCC(CC1)C(=O)OCC)O ((E)-6-(3-cyclohexyl-3-hydroxyprop-1-enyl)-3-(4-ethoxycarbonylcyclohexylidene)bicyclo[3,3,0]octan-2-one). Isolated yield 73.1%. RXN SMILES: [Si]([O:8][CH:9]([CH:32]1[CH2:37][CH2:36][CH2:35][CH2:34][CH2:33]1)/[CH:10]=[CH:11]/[CH:12]1[CH2:19][CH2:18][CH:17]2[CH:13]1[CH2:14][C:15](=[C:21]1[CH2:26][CH2:25][CH:24]([C:27]([O:29][CH2:30][CH3:31])=[O:28])[CH2:23][CH2:22]1)[C:16]2=[O:20])(C(C)(C)C)(C)C.O.C(O)(=O)C.O1CCCC1>[Cl-].[Na+]>[CH:32]1([CH:9]([OH:8])/[CH:10]=[CH:11]/[CH:12]2[CH2:19][CH2:18][CH:17]3[CH:13]2[CH2:14][C:15](=[C:21]2[CH2:22][CH2:23][CH:24]([C:27]([O:29][CH2:30][CH3:31])=[O:28])[CH2:25][CH2:26]2)[C:16]3=[O:20])[CH2:33][CH2:34][CH2:35][CH2:36][CH2:37]1 |f:4.5|. Procedure details: (E)-6-(3-tert-Butyldimethylsilyloxy-3-cyclohexylprop-1-enyl)-3-(4-ethoxycarbonylcyclohexylidene)bicyclo[3,3,0]octan-2-one (15 mg), prepared as described in Reference Example 36 and in the form of (±)-(E)-6β-(3α-tert-butyldimethylsilyloxy-3-cyclohexylprop-1-enyl)-3-(4-ethoxycarbonylcyclohexylidene)bicyclo[3,3,0]-octan-2-one, otherwise known as (±)-ethyl(13E)-(9S,15S)-6a-oxo-2,5-ethano-6,9-methano-15-tert-butyldimethylsilyloxy-15-cyclohexyl-16,17,18,19,20-pentanorprosta-5,13-dienoate and a solutio... Reactants: C(C)(C)(C)OC(C[C@H](NC(=O)OCC1=CC=CC=C1)CO)=O (N-benzyloxycarbonyl-3(S)-hydroxymethyl -β-alanine tert-butyl ester), C1(=CC=CC=C1)P(C1=CC=CC=C1)C1=CC=CC=C1 (triphenylphosphine), N1C=NC=C1 (imidazole), II (I2). Run at time 30 minute. Yields the product C(C)(C)(C)OC(C[C@H](NC(=O)OCC1=CC=CC=C1)CI)=O (N-benzyloxycarbonyl-3(S)-iodomethyl-β-alanine tert-butyl ester). As a reaction SMILES: [C:1]([O:5][C:6](=[O:22])[CH2:7][C@@H:8]([CH2:20]O)[NH:9][C:10]([O:12][CH2:13][C:14]1[CH:19]=[CH:18][CH:17]=[CH:16][CH:15]=1)=[O:11])([CH3:4])([CH3:3])[CH3:2].C1(P(C2C=CC=CC=2)C2C=CC=CC=2)C=CC=CC=1.N1C=CN=C1.[I:47]I>>[C:1]([O:5][C:6](=[O:22])[CH2:7][C@@H:8]([CH2:20][I:47])[NH:9][C:10]([O:12][CH2:13][C:14]1[CH:19]=[CH:18][CH:17]=[CH:16][CH:15]=1)=[O:11])([CH3:4])([CH3:3])[CH3:2]. Procedure details: A mixture of N-benzyloxycarbonyl-3(S)-hydroxymethyl -β-alanine tert-butyl ester (2.0 g), triphenylphosphine (1.87 g), imidazole (0.66 g) and I2 (1-80 g) was stirred for 30 minutes at room temperature. The precipitate was filtered off and the filtrate was evaporated in vacuo. The residue was purified by column chromatography on silica gel eluting with 5% (EtOAc/n-hexane) to give N-benzyloxycarbonyl-3(S)-iodomethyl-β-alanine tert-butyl ester (1.8 g) as a white solid. Starting materials: C[Si](C)(C)CCOCCl, O=S(=O)(NC1CCCCC1)c1cccc(CO)c1, [H-], [Na+], O=P([O-])([O-])[O-], CN(C)C=O, O. Product: C[Si](C)(C)CCOCN(C1CCCCC1)S(=O)(=O)c1cccc(CO)c1. Reaction SMILES: [CH3:21][Si:22]([CH2:23][CH2:24][O:25][CH2:26][Cl:27])([CH3:28])[CH3:29].[CH:1]1([NH:7][S:8](=[O:9])(=[O:10])[c:11]2[cH:12][c:13]([CH2:17][OH:18])[cH:14][cH:15][cH:16]2)[CH2:2][CH2:3][CH2:4][CH2:5][CH2:6]1.[H-:19].[Na+:20].[O-:30][P:31](=[O:32])([O-:33])[O-:34].[O:35]=[CH:36][N:37]([CH3:38])[CH3:39].[OH2:40]>>[CH:1]1([N:7]([S:8](=[O:9])(=[O:10])[c:11]2[cH:12][c:13]([CH2:17][OH:18])[cH:14][cH:15][cH:16]2)[CH2:26][O:25][CH2:24][CH2:23][Si:22]([CH3:21])([CH3:28])[CH3:29])[CH2:2][CH2:3][CH2:4][CH2:5][CH2:6]1. As a reaction SMILES: [C:1]([O:5][C:6](=[O:9])[CH:7]=[CH2:8])(=O)[CH:2]=[CH2:3].[CH2:10](O)[CH2:11][CH2:12][CH2:13][CH2:14]CCC>>[C:6]([O:5][CH2:1][CH2:2][CH2:3][CH2:10][CH2:11][CH2:12][CH2:13][CH3:14])(=[O:9])[CH:7]=[CH2:8]. Conditions: time 4 hour. Reactants: ( 2 ), C(C=C)(=O)OC(C=C)=O (acrylic anhydride), C(CCCCCCC)O (n-octyl alcohol). Isolated yield 81.3%. Procedure: According to another embodiment of the invention, the olefin acid anhydrides are reacted with alcohols to give high yields of the acrylate esters at room temperature. In particular, acrylic anhydride has been reacted with a series of alcohols ranging from C-1 to C-18 to give high yields of the acrylate esters at room temperature. The synthesis of acrylate esters by the reaction of alcohols with acrylic anhydride were found to proceed essentially to completion at room temperature to yield only th... Yields the product C(C=C)(=O)OCCCCCCCC (n-octyl acrylate). The product is ClCC[C@H]1OC2=C(C(N(C1)C)=S)C=CC=N2 ((R)-2-(2-Chloroethyl)-2,3-dihydro-4-methylpyrido[3,2-f][1,4]-oxazepine-5(4H)-thione). Run in C(C)#N (acetonitrile). RXN SMILES: P12(SP3(SP(SP(S3)(S1)=S)(=S)S2)=S)=[S:2].[Cl:15][CH2:16][CH2:17][C@@H:18]1[CH2:24][N:23]([CH3:25])[C:22](=O)[C:21]2[CH:27]=[CH:28][CH:29]=[N:30][C:20]=2[O:19]1.C1(C)C=CC=CC=1>C(#N)C>[Cl:15][CH2:16][CH2:17][C@@H:18]1[CH2:24][N:23]([CH3:25])[C:22](=[S:2])[C:21]2[CH:27]=[CH:28][CH:29]=[N:30][C:20]=2[O:19]1. Procedure: To a suspension of 9 g (0.02 mole) of phosphorus pentasulfide in 75 ml of acetonitrile was added 18 g (0.075 mole) of (R)-2-(2-chloroethyl)-2,3-dihydro-4-methylpyrido[3,2-f]-1,4-oxazepine-5(4H)-one and the mixture was stirred at reflux for 2.5 hr, cooled and treated with 60 ml of toluene. The mixture was filtered and the solid washed twice with 30 ml of 25% acetonitrile-75% toluene. The volume was made to about 400 ml with 50% toluene-50% acetonitrile and extracted with saturated aqueous potassi... Reactants: ClCC[C@H]1OC2=C(C(N(C1)C)=O)C=CC=N2 ((R)-2-(2-chloroethyl)-2,3-dihydro-4-methylpyrido[3,2-f]-1,4-oxazepine-5(4H)-one), P12(=S)SP3(=S)SP(=S)(S1)SP(=S)(S2)S3 (phosphorus pentasulfide), C1(=CC=CC=C1)C (toluene).